This data is from the Open Reaction Database (ORD), a public repository of structured organic reaction records. The task is: describe an organic reaction: reactants, conditions, products, and yield The reactants are FC=1C=C(C=CC1COCCN1N=NC=C1)O (3-Fluoro-4-(2-[1,2,3]triazol-1-yl-ethoxylmethyl)-phenol), [H-].[Na+] (sodium hydride), O (water), ClCC=1N=C(OC1)C=CC1=CC=C(C=C1)OC(F)(F)F (4-chloromethyl-2-[2-(4-trifluoromethoxy-phenyl)-vinyl]-oxazole). Run in CN(C=O)C (dimethylformamide). Conditions: time 20 minute. Product: FC1=C(COCCN2N=NC=C2)C=CC(=C1)OCC=1N=C(OC1)\C=C\C1=CC=C(C=C1)OC(F)(F)F (1-[2-(2-fluoro-4-{2-[2-(E)-(4-trifluoromethoxy-phenyl)-vinyl]-oxazol-4-ylmethoxy}-benzyloxy)-ethyl]-1H-[1,2,3]triazole). As a reaction SMILES: [F:1][C:2]1[CH:3]=[C:4]([OH:17])[CH:5]=[CH:6][C:7]=1[CH2:8][O:9][CH2:10][CH2:11][N:12]1[CH:16]=[CH:15][N:14]=[N:13]1.[H-].[Na+].Cl[CH2:21][C:22]1[N:23]=[C:24]([CH:27]=[CH:28][C:29]2[CH:34]=[CH:33][C:32]([O:35][C:36]([F:39])([F:38])[F:37])=[CH:31][CH:30]=2)[O:25][CH:26]=1.O>CN(C)C=O>[F:1][C:2]1[CH:3]=[C:4]([O:17][CH2:21][C:22]2[N:23]=[C:24](/[CH:27]=[CH:28]/[C:29]3[CH:30]=[CH:31][C:32]([O:35][C:36]([F:39])([F:37])[F:38])=[CH:33][CH:34]=3)[O:25][CH:26]=2)[CH:5]=[CH:6][C:7]=1[CH2:8][O:9][CH2:10][CH2:11][N:12]1[CH:16]=[CH:15][N:14]=[N:13]1 |f:1.2|. Reported procedure: A solution of 201 mg (0.847 mmol) 3-Fluoro-4-(2-[1,2,3]triazol-1-yl-ethoxylmethyl)-phenol in 5 ml dimethylformamide was treated with 22.5 mg ( 0.890 mmol) 95% sodium hydride and stirred at room temperature for 20 min, then 257 mg (0.847 mmol) 4-chloromethyl-2-[2-(4-trifluoromethoxy-phenyl)-vinyl]-oxazole were added and stirring continued for 14 h. After addition of water, the precipitate was isolated, washed thoroughly with water, twice with ether and dried to give 1-[2-(2-fluoro-4-{2-[2-(E)-(4-... Starting materials: C(C)OCC (diethyl ether), C(C)(C)(C)OC(=O)N1CCC2(CC1)S(CC1=C2C=CC=C1)=O (1′-tert-butoxycarbonyl-spiro[benzo[c]thiophene-1(3H),4′-piperidin]-2-oxide), solution, Cl (hydrogen chloride). Solvent: CC(C)O (2-propanol), O1CCOCC1 (dioxan). Reaction conditions: time 4 hour. Yields the product N1CCC2(CC1)S(CC1=C2C=CC=C1)=O (Spiro[benzo[c]thiophene-1(3H),4′-piperidin]-2-oxide). Isolated yield 75.4%. As a reaction SMILES: C(OC([N:8]1[CH2:13][CH2:12][C:11]2([C:17]3[CH:18]=[CH:19][CH:20]=[CH:21][C:16]=3[CH2:15][S:14]2=[O:22])[CH2:10][CH2:9]1)=O)(C)(C)C.Cl.C(OCC)C>CC(O)C.O1CCOCC1>[NH:8]1[CH2:13][CH2:12][C:11]2([C:17]3[CH:18]=[CH:19][CH:20]=[CH:21][C:16]=3[CH2:15][S:14]2=[O:22])[CH2:10][CH2:9]1. Reported procedure: In 420 ml of 2-propanol, 42.0 g (0.13 mole) of the 1′-tert-butoxycarbonyl-spiro[benzo[c]thiophene-1(3H),4′-piperidin]-2-oxide obtained in Referential Example 1(b) were dissolved, followed by addition of 150 ml of a 4N solution of hydrogen chloride in dioxan under ice-cooling, and the mixture was stirred for 4 hours. To the reaction mixture, 200 ml of diethyl ether were added. After, the mixture was allowed to stand for 1 hour under ice-cooling, to afford crystals. The crystals were collected by ... Starting materials: NC=1C=CC(=C(C1)NC(C1=CC=CC=C1)=O)Cl (N-(5-amino-2-chlorophenyl)benzamide), C1(=CC=CC=C1)C=1SC=C(N1)C(=O)O (2-phenylthiazole-4-carboxylic acid). The product is C(C1=CC=CC=C1)(=O)NC=1C=C(C=CC1Cl)NC(=O)C=1N=C(SC1)C1=CC=CC=C1 (N-(3-benzamido-4-chlorophenyl)-2-phenylthiazole-4-carboxamide). As a reaction SMILES: [NH2:1][C:2]1[CH:3]=[CH:4][C:5]([Cl:17])=[C:6]([NH:8][C:9](=[O:16])[C:10]2[CH:15]=[CH:14][CH:13]=[CH:12][CH:11]=2)[CH:7]=1.[C:18]1([C:24]2[S:25][CH:26]=[C:27]([C:29](O)=[O:30])[N:28]=2)[CH:23]=[CH:22][CH:21]=[CH:20][CH:19]=1>>[C:9]([NH:8][C:6]1[CH:7]=[C:2]([NH:1][C:29]([C:27]2[N:28]=[C:24]([C:18]3[CH:19]=[CH:20][CH:21]=[CH:22][CH:23]=3)[S:25][CH:26]=2)=[O:30])[CH:3]=[CH:4][C:5]=1[Cl:17])(=[O:16])[C:10]1[CH:15]=[CH:14][CH:13]=[CH:12][CH:11]=1. Procedure details: N-(5-amino-2-chlorophenyl)benzamide (0.20 mmol) was used in general procedure 2 with 2-phenylthiazole-4-carboxylic acid (0.25 mmol). The product was purified by RP-HPLC to give N-(3-benzamido-4-chlorophenyl)-2-phenylthiazole-4-carboxamide. MS (Q1) 434.0 (M)+